Dataset: the Open Reaction Database (ORD), a public repository of structured organic reaction records. Task: describe an organic reaction: reactants, conditions, products, and yield Starting materials: FC(C1=C(CN2CCC(CC2)C=O)C=CC(=C1)C(F)(F)F)(F)F (1-[2,4-bis(trifluoromethyl)benzyl]piperidine-4-carbaldehyde), CNC1=NC(SC1)=O (4-(methylamino)-1,3-thiazol-2(5H)-one), C(C)(=O)[O-].[NH2+]1CCCCC1 (piperidinium acetate). Solvent: CC(C)O (2-propanol). Run at temperature 60 celsius, time 8 hour. The product is FC(C1=C(CN2CCC(CC2)\C=C/2\C(=NC(S2)=O)NC)C=CC(=C1)C(F)(F)F)(F)F ((5Z)-5-({1-[2,4-bis(trifluoromethyl)benzyl]piperidin-4-yl}methylidene)-4-(methylamino)-1,3-thiazol-2(5H)-one). The yield is 53.4%. As a reaction SMILES: [F:1][C:2]([F:23])([F:22])[C:3]1[CH:17]=[C:16]([C:18]([F:21])([F:20])[F:19])[CH:15]=[CH:14][C:4]=1[CH2:5][N:6]1[CH2:11][CH2:10][CH:9]([CH:12]=O)[CH2:8][CH2:7]1.[CH3:24][NH:25][C:26]1[CH2:30][S:29][C:28](=[O:31])[N:27]=1.C([O-])(=O)C.[NH2+]1CCCCC1>CC(O)C>[F:23][C:2]([F:1])([F:22])[C:3]1[CH:17]=[C:16]([C:18]([F:21])([F:20])[F:19])[CH:15]=[CH:14][C:4]=1[CH2:5][N:6]1[CH2:11][CH2:10][CH:9](/[CH:12]=[C:30]2/[C:26]([NH:25][CH3:24])=[N:27][C:28](=[O:31])[S:29]/2)[CH2:8][CH2:7]1 |f:2.3|. Procedure: To a solution of 1-[2,4-bis(trifluoromethyl)benzyl]piperidine-4-carbaldehyde (1.00 g) in 2-propanol (15 mL) were added 4-(methylamino)-1,3-thiazol-2(5H)-one (0.77 g) and piperidinium acetate (0.44 g). The reaction mixture was stirred at 60° C. overnight and concentrated. Water was added to the residue, and the mixture was extracted with ethyl acetate. The extract was washed with water, dried over anhydrous magnesium sulfate, and the solvent was evaporated under reduced pressure. The residue was ... Starting materials: C(CCC)[Li] (n-Butyllithium), CC1SCCCS1 (2-methyl-1,3-dithiane), BrCCCCOCCCC1=CC=C(C=C1)N1CCCC1 (1-[4-[3-[(4-Bromobutyl)oxy]propyl]phenyl]pyrrolidine). Run in C1CCOC1 (THF), C1CCOC1 (THF). Reaction conditions: time 2 hour. Yields the product CC1(SCCCS1)CCCCOCCCC1=CC=C(C=C1)N1CCCC1 (1-[4-[3-[4-(2-Methyl-1,3-dithian-2-yl)butoxy]propyl]phenyl]pyrrolidine). The yield is 45.5%. RXN SMILES: C([Li])CCC.[CH3:6][CH:7]1[S:12][CH2:11][CH2:10][CH2:9][S:8]1.Br[CH2:14][CH2:15][CH2:16][CH2:17][O:18][CH2:19][CH2:20][CH2:21][C:22]1[CH:27]=[CH:26][C:25]([N:28]2[CH2:32][CH2:31][CH2:30][CH2:29]2)=[CH:24][CH:23]=1>C1COCC1>[CH3:6][C:7]1([CH2:14][CH2:15][CH2:16][CH2:17][O:18][CH2:19][CH2:20][CH2:21][C:22]2[CH:27]=[CH:26][C:25]([N:28]3[CH2:32][CH2:31][CH2:30][CH2:29]3)=[CH:24][CH:23]=2)[S:12][CH2:11][CH2:10][CH2:9][S:8]1. Procedure details: n-Butyllithium (1.5M in hexane, 12 ml) was added over 5 min to a stirred solution of 2-methyl-1,3-dithiane (2.4 g) in dry THF (30 ml) at 70° under nitrogen. The yellow solution was then stirred at -30° to -20° for 2 h, cooled to -78° and treated with a solution of the product of stage (iii) (6.1 g) in THF (25 ml). The solution was stirred at room temperature overnight, the solvent was evaporated and the residue was purified by FCC (hexane→System D 9:1) to give the title compound as a pale yellow... The solvent is C(C)(=O)OCC (ethyl acetate). The reactants are COC(C1=C(C=C(C=C1)NC(=O)OC(C)(C)C)[N+](=O)[O-])=O (4-(tert-butoxycarbonylamino)-2-nitro-benzoic acid methyl ester). Reagents/catalysts: [Pd] (Pd/C). As a reaction SMILES: [CH3:1][O:2][C:3](=[O:21])[C:4]1[CH:9]=[CH:8][C:7]([NH:10][C:11]([O:13][C:14]([CH3:17])([CH3:16])[CH3:15])=[O:12])=[CH:6][C:5]=1[N+:18]([O-])=O>C(OCC)(=O)C.[Pd]>[CH3:1][O:2][C:3](=[O:21])[C:4]1[CH:9]=[CH:8][C:7]([NH:10][C:11]([O:13][C:14]([CH3:15])([CH3:17])[CH3:16])=[O:12])=[CH:6][C:5]=1[NH2:18]. Yield: 100.2%. Procedure: To a solution of 4-(tert-butoxycarbonylamino)-2-nitro-benzoic acid methyl ester (7.0 g, 23.6 mmoles) in 400 mL ethyl acetate was added 1.0 g 10% Pd/C. The reaction mixture was subjected to hydrogenation using a balloon for 24–36 hrs or until the reaction was complete as monitored by HPLC. The mixture was filtered through a celite bed, and the solid cake was thoroughly washed by ethyl acetate. The filtrate was concentrated in vacuo to dryness to afford the title compound (6.3 g, 99%). ES+ MS show... Product: COC(C1=C(C=C(C=C1)NC(=O)OC(C)(C)C)N)=O (2-Amino-4-(tert-butoxycarbonylamino)-benzoic acid methyl ester). Starting materials: COC(=O)C=1C=C(C=CC1)C1C(CN(CC1)C(=O)OC(C)(C)C)OCC1=CC2=CC=CC=C2C=C1 (tert-butyl (3RS,4RS)-4-(3-methoxycarbonyl-phenyl)-3-naphthalen-2-ylmethoxy-piperidine-1-carboxylate), [BH4-].[Li+] (lithium borohydride). The product is OCC=1C=C(C=CC1)C1C(CN(CC1)C(=O)OC(C)(C)C)OCC1=CC2=CC=CC=C2C=C1 (tert-butyl 4-(3-hydroxymethyl-phenyl)-3-(naphthalen-2-ylmethoxy)-piperidine-1-carboxylate). RXN SMILES: C[O:2][C:3]([C:5]1[CH:6]=[C:7]([CH:11]2[CH2:16][CH2:15][N:14]([C:17]([O:19][C:20]([CH3:23])([CH3:22])[CH3:21])=[O:18])[CH2:13][CH:12]2[O:24][CH2:25][C:26]2[CH:35]=[CH:34][C:33]3[C:28](=[CH:29][CH:30]=[CH:31][CH:32]=3)[CH:27]=2)[CH:8]=[CH:9][CH:10]=1)=O.[BH4-].[Li+]>>[OH:2][CH2:3][C:5]1[CH:6]=[C:7]([CH:11]2[CH2:16][CH2:15][N:14]([C:17]([O:19][C:20]([CH3:22])([CH3:21])[CH3:23])=[O:18])[CH2:13][CH:12]2[O:24][CH2:25][C:26]2[CH:35]=[CH:34][C:33]3[C:28](=[CH:29][CH:30]=[CH:31][CH:32]=3)[CH:27]=2)[CH:8]=[CH:9][CH:10]=1 |f:1.2|. Procedure: In an analogous manner to that described in Example 22(e), by reducing tert-butyl (3RS,4RS)-4-(3-methoxycarbonyl-phenyl)-3-naphthalen-2-ylmethoxy-piperidine-1-carboxylate with lithium borohydride there was obtained tert-butyl 4-(3-hydroxymethyl-phenyl)-3-(naphthalen-2-ylmethoxy)-piperidine-1-carboxylate as a colourless oil; MS: 448 (M+H)+. Reactants: CO (methanol), O (water), O1C(COC2=C1C=CC=C2)CC#N (1,4-benzodioxan-2-yl-acetonitrile), solution, [H-].C(C(C)C)[Al+]CC(C)C (diisobutyl aluminum hydride). Run in C1=CC=CC=C1 (benzene), C1=CC=CC=C1 (benzene). Yields the product O1C(COC2=C1C=CC=C2)CC=O (1,4-benzodioxan-2-yl-acetaldehyde). As a reaction SMILES: [O:1]1[C:6]2[CH:7]=[CH:8][CH:9]=[CH:10][C:5]=2[O:4][CH2:3][CH:2]1[CH2:11][C:12]#N.[H-].C([Al+]CC(C)C)C(C)C.C[OH:25].O>C1C=CC=CC=1>[O:1]1[C:6]2[CH:7]=[CH:8][CH:9]=[CH:10][C:5]=2[O:4][CH2:3][CH:2]1[CH2:11][CH:12]=[O:25] |f:1.2|. Reported procedure: The starting material is prepared as follows: To the solution of 20 g of 1,4-benzodioxan-2-yl-acetonitrile in 200 ml of benzene is added dropwise 71 ml of a 1.6 N solution of diisobutyl aluminum hydride in benzene while stirring at 10°. After 6 hours 50 ml of methanol are added, followed by 200 ml of water. The organic layer is separated, dried and evaporated, to yield the 1,4-benzodioxan-2-yl-acetaldehyde. The reactants are C(C)(C)(C)OC(=O)N[C@H]([C@H](C(=O)OC)O)C1=CC=CC=C1 (methyl (2R,3S)-3-(tert-butoxycarbonylamino)-2-hydroxy-3-phenylpropionate), O=CC(Cl)(Cl)Cl (chloral), C1(=CC=C(C=C1)S(=O)(=O)[O-])C.[NH+]1=CC=CC=C1 (pyridinium p-toluenesulphonate). Run in C1(=CC=CC=C1)C (toluene). Conditions: temperature 20 celsius. The product is COC(=O)[C@H]1[C@@H](NC(O1)C(Cl)(Cl)Cl)C1=CC=CC=C1 ((4S,5R)-5-methoxycarbonyl-4-phenyl-2-trichloromethyl-1,3-oxazolidine). Yield: 91.0%. As a reaction SMILES: C(O[C:6]([NH:8][C@@H:9]([C:16]1[CH:21]=[CH:20][CH:19]=[CH:18][CH:17]=1)[C@@H:10]([OH:15])[C:11]([O:13][CH3:14])=[O:12])=O)(C)(C)C.O=C[C:24]([Cl:27])([Cl:26])[Cl:25].C1(C)C=CC(S([O-])(=O)=O)=CC=1.[NH+]1C=CC=CC=1>C1(C)C=CC=CC=1>[CH3:14][O:13][C:11]([C@@H:10]1[O:15][CH:6]([C:24]([Cl:27])([Cl:26])[Cl:25])[NH:8][C@H:9]1[C:16]1[CH:21]=[CH:20][CH:19]=[CH:18][CH:17]=1)=[O:12] |f:2.3|. Procedure: A solution of 3.0 g of methyl (2R,3S)-3-(tert-butoxycarbonylamino)-2-hydroxy-3-phenylpropionate, of 5 cm3 of chloral and of 0.05 g of pyridinium p-toluenesulphonate in 40 cm3 of anhydrous toluene is heated at reflux with distillation of the solvent. 15 cm3 of solvent are distilled and then 5 cm3 of chloral and 0.05 g of pyridinium p-toluenesulphonate are added. 20 cm3 of solvent are distilled and then 5 cm3 of chloral as well as 30 cm3 of anhydrous toluene are added. 25 cm3 of solvent are distil... The reactants are C(C1=CC=CC=C1)OC1=C(N)C=C(C=C1OC)C (2-benzyloxy-3-methoxy-5-methylaniline), C(C1=CC=CC=C1)N1N=NN=C1C(=O)[O-].[K+] (potassium 1-benzyl-1H-tetrazole-5-carboxylate), C1(CCCCC1)N=C=NC1CCCCC1 (dicyclohexylcarbodiimide), ice, Cl (hydrochloric acid). The solvent is N1=CC=CC=C1 (pyridine). Conditions: time 8 hour. Product: C(C1=CC=CC=C1)N1N=NN=C1C(=O)NC1=C(C(=CC(=C1)C)OC)OCC1=CC=CC=C1 (1-benzyl-2'-benzyloxy-3'-methoxy-5'-methyl-1H-tetrazole-5-carboxanilide). Isolated yield 3.6%. RXN SMILES: [CH2:1]([O:8][C:9]1[C:15]([O:16][CH3:17])=[CH:14][C:13]([CH3:18])=[CH:12][C:10]=1[NH2:11])[C:2]1[CH:7]=[CH:6][CH:5]=[CH:4][CH:3]=1.[CH2:19]([N:26]1[C:30]([C:31]([O-])=[O:32])=[N:29][N:28]=[N:27]1)[C:20]1[CH:25]=[CH:24][CH:23]=[CH:22][CH:21]=1.[K+].C1(N=C=NC2CCCCC2)CCCCC1.Cl>N1C=CC=CC=1>[CH2:19]([N:26]1[C:30]([C:31]([NH:11][C:10]2[CH:12]=[C:13]([CH3:18])[CH:14]=[C:15]([O:16][CH3:17])[C:9]=2[O:8][CH2:1][C:2]2[CH:7]=[CH:6][CH:5]=[CH:4][CH:3]=2)=[O:32])=[N:29][N:28]=[N:27]1)[C:20]1[CH:21]=[CH:22][CH:23]=[CH:24][CH:25]=1 |f:1.2|. Reported procedure: A mixture of 2-benzyloxy-3-methoxy-5-methylaniline (2.6 g), potassium 1-benzyl-1H-tetrazole-5-carboxylate (2.5 g) and dicyclohexylcarbodiimide (2.1 g) in dry pyridine (100 ml) was stirred at room temperature overnight. The mixture was then poured into a mixture of ice (250 g) and concentrated hydrochloric acid (100 ml), and the mixture was allowed to stand for 1 hour. The precipitate was filtered off and recrystallised from ethanol to give 1-benzyl-2'-benzyloxy-3'-methoxy-5'-methyl-1H-tetrazole-... The reactants are ClCCCOC=1C=C(C=CC1)CC(=O)O (3-(3-chloro-propoxy)-phenylacetic acid), CN1CCNCC1 (N-methylpiperazine). Run in O (water). Run at temperature 60 celsius. The product is CN1CCN(CC1)CCCOC=1C=C(C=CC1)CC(=O)O (3-[3-(4-Methyl-piperazin-1-yl)-propoxy]-phenylacetic acid). As a reaction SMILES: Cl[CH2:2][CH2:3][CH2:4][O:5][C:6]1[CH:7]=[C:8]([CH2:12][C:13]([OH:15])=[O:14])[CH:9]=[CH:10][CH:11]=1.[CH3:16][N:17]1[CH2:22][CH2:21][NH:20][CH2:19][CH2:18]1>O>[CH3:16][N:17]1[CH2:22][CH2:21][N:20]([CH2:2][CH2:3][CH2:4][O:5][C:6]2[CH:7]=[C:8]([CH2:12][C:13]([OH:15])=[O:14])[CH:9]=[CH:10][CH:11]=2)[CH2:19][CH2:18]1. Procedure: A mixture of 3-(3-chloro-propoxy)-phenylacetic acid (0.5 g, 2.2 mmol) and N-methylpiperazine (1.9 mL) was heated at 60° C. overnight. The reaction was diluted with water and purified by preparative HPLC to give the product as a clear gel. (0.6 g, 94%). Starting materials: C(C1=CC=CC=C1)NC=1N=C2N(CCC3=NNC(N1)=C32)CC3=CC=C(C=C3)OC (N-benzyl-5-(4-methoxybenzyl)-1,3,4,5-tetrahydro-1,2,5,6,8-pentaazaacenaphthylen-7-amine), FC(C(=O)O)(F)F (trifluoroacetic acid). Reaction conditions: temperature 65 celsius. The product is C(C1=CC=CC=C1)NC=1N=C2NCCC3=NNC(N1)=C32 (N-benzyl-1,3,4,5-tetrahydro-1,2,5,6,8-pentaazaacenaphthylen-7-amine). As a reaction SMILES: [CH2:1]([NH:8][C:9]1[N:10]=[C:11]2[C:20]3[C:15](=[N:16][NH:17][C:18]=3[N:19]=1)[CH2:14][CH2:13][N:12]2CC1C=CC(OC)=CC=1)[C:2]1[CH:7]=[CH:6][CH:5]=[CH:4][CH:3]=1.FC(F)(F)C(O)=O>>[CH2:1]([NH:8][C:9]1[N:10]=[C:11]2[C:20]3[C:15](=[N:16][NH:17][C:18]=3[N:19]=1)[CH2:14][CH2:13][NH:12]2)[C:2]1[CH:3]=[CH:4][CH:5]=[CH:6][CH:7]=1. Procedure details: To N-benzyl-5-(4-methoxybenzyl)-1,3,4,5-tetrahydro-1,2,5,6,8-pentaazaacenaphthylen-7-amine from step-2 was added neat trifluoroacetic acid(1 mL). The reaction mixture was heated at 65° C. for 4-16 h. The reaction mixture was evaporated and the crude reside was dissolved into DMSO. The crude product in DMSO was purified using reverse phase column chromatography using a Maccel AQ C18 column and a gradient of 1-95% ACN/water containing 0.05% trifluoroacetic acid, to yield the desired N-benzyl-1,3,4...